This data is from the Open Reaction Database (ORD), a public repository of structured organic reaction records. The task is: describe an organic reaction: reactants, conditions, products, and yield Starting materials: C1CCOC1, C[Si](C)(C)[N-][Si](C)(C)C, CI, [Li+], CCC(C#N)c1ccsc1. Yields the product CCC(C)(C#N)c1ccsc1. As a reaction SMILES: [CH2:23]1[O:24][CH2:25][CH2:26][CH2:27]1.[CH3:12][Si:13]([N-:14][Si:15]([CH3:16])([CH3:17])[CH3:18])([CH3:19])[CH3:20].[I:21][CH3:22].[Li+:11].[s:1]1[cH:2][c:3]([CH:6]([C:7]#[N:8])[CH2:9][CH3:10])[cH:4][cH:5]1>>[s:1]1[cH:2][c:3]([C:6]([C:7]#[N:8])([CH2:9][CH3:10])[CH3:12])[cH:4][cH:5]1. Reactants: BrC1=CC=C(S1)CO ((5-Bromothiophen-2-yl)methanol), C(CCC)C1=CC=C(C=C1)B(O)O (4-n-butylbenzeneboronic acid), C(=O)([O-])[O-].[K+].[K+] (K2CO3). Reagents/catalysts: C=1C=CC(=CC1)[P](C=2C=CC=CC2)(C=3C=CC=CC3)[Pd]([P](C=4C=CC=CC4)(C=5C=CC=CC5)C=6C=CC=CC6)([P](C=7C=CC=CC7)(C=8C=CC=CC8)C=9C=CC=CC9)[P](C=1C=CC=CC1)(C=1C=CC=CC1)C=1C=CC=CC1 (Pd(PPh3)4). Solvent: C1(=CC=CC=C1)C (toluene). Conditions: temperature 95 celsius, time 8 hour. Product: C(CCC)C1=CC=C(C=C1)C1=CC=C(S1)CO ((5-(4-n-Butylphenyl)thiophen-2-yl)methanol). The yield is 18.9%. Reaction SMILES: Br[C:2]1[S:6][C:5]([CH2:7][OH:8])=[CH:4][CH:3]=1.[CH2:9]([C:13]1[CH:18]=[CH:17][C:16](B(O)O)=[CH:15][CH:14]=1)[CH2:10][CH2:11][CH3:12].C([O-])([O-])=O.[K+].[K+]>C1(C)C=CC=CC=1.C1C=CC([P]([Pd]([P](C2C=CC=CC=2)(C2C=CC=CC=2)C2C=CC=CC=2)([P](C2C=CC=CC=2)(C2C=CC=CC=2)C2C=CC=CC=2)[P](C2C=CC=CC=2)(C2C=CC=CC=2)C2C=CC=CC=2)(C2C=CC=CC=2)C2C=CC=CC=2)=CC=1>[CH2:9]([C:13]1[CH:18]=[CH:17][C:16]([C:2]2[S:6][C:5]([CH2:7][OH:8])=[CH:4][CH:3]=2)=[CH:15][CH:14]=1)[CH2:10][CH2:11][CH3:12] |f:2.3.4,^1:38,40,59,78|. Procedure: A mixture of 60.2 (0.300 g, 1.55 mmol), 4-n-butylbenzeneboronic acid 60.3 (0.553 g, 3.11 mmol), K2CO3 (0.644 g, 4.66 mmol), and Pd(PPh3)4 (0.180 g, 0.16 mmol) in toluene (5 mL) was stirred overnight at 95° C. The mixture was cooled to room temperature, filtered through a pad of silica gel (EtOAc), and concentrated. The crude product was chromatographed on silica gel (0-40% EtOAc/hexane) to afford 60.4 (0.072 g, 19%). 1H NMR (400 MHz, CDCl3) δ 7.49 (d, 2H), 7.18 (d, 2H), 7.13 (d, 1H), 6.97 (d, H)...